From a dataset of the Open Reaction Database (ORD), a public repository of structured organic reaction records. describe an organic reaction: reactants, conditions, products, and yield Reactants: ClC1=C(C(=O)O)C=C(C=C1)C (2-chloro-5-methylbenzoic acid), CC1=CC=C(C=N1)C1(CCOCC1)CN (C-[4-(6-methylpyridin-3-yl)-tetrahydropyran-4-yl]methylamine). Product: ClC1=C(C(=O)NCC2(CCOCC2)C=2C=NC(=CC2)C)C=C(C=C1)C (2-Chloro-5-methyl-N-[4-(6-methyl-pyridin-3-yl)-tetrahydro-pyran-4-ylmethyl]-benzamide). Reaction SMILES: [Cl:1][C:2]1[CH:10]=[CH:9][C:8]([CH3:11])=[CH:7][C:3]=1[C:4]([OH:6])=O.[CH3:12][C:13]1[N:18]=[CH:17][C:16]([C:19]2([CH2:25][NH2:26])[CH2:24][CH2:23][O:22][CH2:21][CH2:20]2)=[CH:15][CH:14]=1>>[Cl:1][C:2]1[CH:10]=[CH:9][C:8]([CH3:11])=[CH:7][C:3]=1[C:4]([NH:26][CH2:25][C:19]1([C:16]2[CH:17]=[N:18][C:13]([CH3:12])=[CH:14][CH:15]=2)[CH2:20][CH2:21][O:22][CH2:23][CH2:24]1)=[O:6]. Procedure details: From 2-chloro-5-methylbenzoic acid and C-[4-(6-methylpyridin-3-yl)-tetrahydropyran-4-yl]methylamine. LCMS (MH+): m/z=359.0, tR (minutes, Method B)=0.74 Reactants: CCOC(C)=O, CCCCCCCC#Cc1cnc(-c2ccc(OCCCCCCCC)c(F)c2F)nc1. The product is CCCCCCCCCc1cnc(-c2ccc(OCCCCCCCC)c(F)c2F)nc1. As a reaction SMILES: [CH3:33][CH2:34][O:35][C:36](=[O:37])[CH3:38].[F:1][c:2]1[c:3](-[c:18]2[n:19][cH:20][c:21]([C:24]#[C:25][CH2:26][CH2:27][CH2:28][CH2:29][CH2:30][CH2:31][CH3:32])[cH:22][n:23]2)[cH:4][cH:5][c:6]([O:9][CH2:10][CH2:11][CH2:12][CH2:13][CH2:14][CH2:15][CH2:16][CH3:17])[c:7]1[F:8]>>[F:1][c:2]1[c:3](-[c:18]2[n:19][cH:20][c:21]([CH2:24][CH2:25][CH2:26][CH2:27][CH2:28][CH2:29][CH2:30][CH2:31][CH3:32])[cH:22][n:23]2)[cH:4][cH:5][c:6]([O:9][CH2:10][CH2:11][CH2:12][CH2:13][CH2:14][CH2:15][CH2:16][CH3:17])[c:7]1[F:8]. Procedure details: To a solution of 5-fluoro-3-methyl-1-benzofuran-2-carboxylic acid (194 mg, 1 mmol) in 5 mL dimethylformamide is added diisopropylethylamine (0.516 mL, 3 mmol) and HATU (399 mg, 1.05 mmol) is added. After stirring at room temperature for 25 minutes dimethylformamide (1 mL) and then intermediate [1-(4-amino-2-fluorobenzyl)-3,5-dimethyl-1H-pyrazol-4-yl]acetic acid methyl ester (291 mg, 1 mmol) is added. Subsequently diisopropylethylamine (0.344 mL, 2 mmol) and dimethylformamide (2 mL) is added, and... Conditions: temperature 60 celsius, time 2 hour. Isolated yield 58.5%. The product is FC1=C(CN2N=C(C(=C2C)CC(=O)O)C)C=CC(=C1)NC(=O)C=1OC2=C(C1C)C=C(C=C2)F ((1-{2-Fluoro-4-[(5-fluoro-3-methylbenzofuran-2-carbonyl)amino]benzyl}-3,5-dimethyl-1H-pyrazol-4-yl)acetic acid). As a reaction SMILES: C[O:2][C:3](=[O:34])[CH2:4][C:5]1[C:6]([CH3:33])=[N:7][N:8]([CH2:11][C:12]2[CH:17]=[CH:16][C:15]([NH:18][C:19]([C:21]3[O:22][C:23]4[CH:30]=[CH:29][C:28]([F:31])=[CH:27][C:24]=4[C:25]=3[CH3:26])=[O:20])=[CH:14][C:13]=2[F:32])[C:9]=1[CH3:10].[OH-].[Na+].Cl>O1CCOCC1.O.O>[F:32][C:13]1[CH:14]=[C:15]([NH:18][C:19]([C:21]2[O:22][C:23]3[CH:30]=[CH:29][C:28]([F:31])=[CH:27][C:24]=3[C:25]=2[CH3:26])=[O:20])[CH:16]=[CH:17][C:12]=1[CH2:11][N:8]1[C:9]([CH3:10])=[C:5]([CH2:4][C:3]([OH:34])=[O:2])[C:6]([CH3:33])=[N:7]1 |f:1.2,4.5|. Run in O (water), O1CCOCC1.O (dioxane water). The reactants are COC(CC=1C(=NN(C1C)CC1=C(C=C(C=C1)NC(=O)C=1OC2=C(C1C)C=C(C=C2)F)F)C)=O ((1-(2-fluoro-4-[(5-fluoro-3-methylbenzofuran-2-carbonyl)-amino]-benzyl)-3,5-dimethyl-1H-pyrazol-4-yl)-acetic acid methyl ester), [OH-].[Na+] (NaOH), Cl (hydrochloric acid). The reactants are CC(=O)Oc1ccc(S(C)(=O)=O)nc1C, Cl, [Na+], [OH-]. Yields the product Cc1nc(S(C)(=O)=O)ccc1O. RXN SMILES: [CH3:1][S:2](=[O:3])(=[O:4])[c:5]1[cH:6][cH:7][c:8]([O:12][C:13](=[O:14])[CH3:15])[c:9]([CH3:11])[n:10]1.[ClH:18].[Na+:17].[OH-:16]>>[CH3:1][S:2](=[O:3])(=[O:4])[c:5]1[cH:6][cH:7][c:8]([OH:12])[c:9]([CH3:11])[n:10]1.